The task is: describe an organic reaction: reactants, conditions, products, and yield. This data is from the Open Reaction Database (ORD), a public repository of structured organic reaction records. The reactants are ClC=1C=C2C(=C(N(C2=CC1)C)CCCCCC)C(CC(CC(C(=O)O)=O)C)=O (6-(5-chloro-2-hexyl-1-methyl-1H-indol-3-yl)-4-methyl-2,6-dioxohexanoic acid), C1(=CC=CC=C1)[C@@H](C)N ((R)-1-phenylethanamine), C1CCC(CC1)N=C=NC2CCCCC2 (DCC), C([O-])(O)=O.[Na+] (sodium bicarbonate). Reagents/catalysts: CN(C)C=1C=CN=CC1 (DMAP). Run in C(Cl)Cl (methylene chloride), C(Cl)Cl (methylene chloride). Run at time 30 minute. Product: ClC=1C=C2C(=C(N(C2=CC1)C)CCCCCC)C(CC(CC(=O)NC(C)C1=CC=CC=C1)C)=O (5-(5-chloro-2-hexyl-1-methyl-1H-indol-3-yl)-3-methyl-5-oxo-N-(1-phenylethyl)pentanamide). RXN SMILES: [Cl:1][C:2]1[CH:3]=[C:4]2[C:8](=[CH:9][CH:10]=1)[N:7]([CH3:11])[C:6]([CH2:12][CH2:13][CH2:14][CH2:15][CH2:16][CH3:17])=[C:5]2[C:18](=[O:28])[CH2:19][CH:20]([CH3:27])[CH2:21][C:22](=[O:26])C(O)=O.[C:29]1([C@H:35]([NH2:37])[CH3:36])[CH:34]=[CH:33][CH:32]=[CH:31][CH:30]=1.C1CCC(N=C=NC2CCCCC2)CC1.C(=O)(O)[O-].[Na+]>C(Cl)Cl.CN(C1C=CN=CC=1)C>[Cl:1][C:2]1[CH:3]=[C:4]2[C:8](=[CH:9][CH:10]=1)[N:7]([CH3:11])[C:6]([CH2:12][CH2:13][CH2:14][CH2:15][CH2:16][CH3:17])=[C:5]2[C:18](=[O:28])[CH2:19][CH:20]([CH3:27])[CH2:21][C:22]([NH:37][CH:35]([C:29]1[CH:34]=[CH:33][CH:32]=[CH:31][CH:30]=1)[CH3:36])=[O:26] |f:3.4|. Reported procedure: To the solution of 6-(5-chloro-2-hexyl-1-methyl-1H-indol-3-yl)-4-methyl-2,6-dioxohexanoic acid in methylene chloride was added (R)-1-phenylethanamine followed by the addition of DCC and DMAP and was stirred for 30 minutes. The reaction mixture was treated with sodium bicarbonate and methylene chloride. The product was purified by column chromatography. Starting materials: N1C=C(C2=CC=CC=C12)C(=O)O (Indole-3-carboxylic acid), FC(C(=O)OC(C(F)(F)F)=O)(F)F (trifluoroacetic anhydride), COC(=O)C1CC2CC(CC(C1)N2CC(=O)OC)O (7-hydroxy-9-methoxycarbonylmethyl-9-aza-bicyclo[3.3.1]nonan-3-carboxylic acid methyl ester), ClCCl.CO.N (dichloromethane methanol ammonia), [Mn](=O)(=O)(=O)[O-].[K+] (potassium permanganate), C([O-])(O)=O.[Na+] (sodium bicarbonate). The reagents and catalysts are CN(C)C=1C=CN=CC1 (DMAP). Run in ClCCl (dichloromethane), O (water), ClCCl (dichloromethane). Conditions: time 30 minute. Product: COC(=O)C1CC2CC(CC(C1)N2CC(=O)OC)OC(=O)C2=CNC1=CC=CC=C21 (7-(1H-Indole-3-carbonyloxy)-9-methoxycarbonylmethyl-9-aza-bicyclo[3.3.1]nonane-3-carboxylic acid methyl ester). Isolated yield 89.5%. RXN SMILES: [NH:1]1[C:9]2[C:4](=[CH:5][CH:6]=[CH:7][CH:8]=2)[C:3]([C:10]([OH:12])=[O:11])=[CH:2]1.FC(F)(F)C(OC(=O)C(F)(F)F)=O.[CH3:26][O:27][C:28]([CH:30]1[CH2:37][CH:36]2[N:38]([CH2:39][C:40]([O:42][CH3:43])=[O:41])[CH:32]([CH2:33][CH:34](O)[CH2:35]2)[CH2:31]1)=[O:29].ClCCl.CO.N.[Mn]([O-])(=O)(=O)=O.[K+].C(=O)(O)[O-].[Na+]>ClCCl.CN(C1C=CN=CC=1)C.O>[CH3:26][O:27][C:28]([CH:30]1[CH2:37][CH:36]2[N:38]([CH2:39][C:40]([O:42][CH3:43])=[O:41])[CH:32]([CH2:33][CH:34]([O:11][C:10]([C:3]3[C:4]4[C:9](=[CH:8][CH:7]=[CH:6][CH:5]=4)[NH:1][CH:2]=3)=[O:12])[CH2:35]2)[CH2:31]1)=[O:29] |f:3.4.5,6.7,8.9|. Procedure details: Indole-3-carboxylic acid (6.43 gr, 39.9 mmol) is added in portions to a solution of 5.33 mL (37.7 mmol) of trifluoroacetic anhydride in dichloromethane (172 mL) and under nitrogen atmosphere. The resulting suspension is left under stirring for 30 minutes. 7-hydroxy-9-methoxycarbonylmethyl-9-aza-bicyclo[3.3.1]nonan-3-carboxylic acid methyl ester (6 gr, 22.1 mmol) dissolved in dichloromethane (15 mL) is then added dropwise. Next, a catalytic amount of DMAP is added, and the suspension is then left... The reactants are C1(=CC=CC=C1)S(=O)(=O)C=1C=NC2=C(C=CC=C2C1)N1CCNCC1 (3-phenylsulfonyl-8-piperazin-1-yl-quinoline), [H-].[Na+] (sodium hydride), BrCC(F)(F)F (1-bromo-2,2,2-trifluoroethane). Run in C1CCOC1 (THF). Conditions: temperature 100 celsius. The product is FC(CN1CCN(CC1)C=1C=CC=C2C=C(C=NC12)S(=O)(=O)C1=CC=CC=C1)(F)F (8-(4-(2,2,2-Trifluoroethyl)-piperazin-1-yl)-3-phenylsulfonylquinoline). RXN SMILES: [C:1]1([S:7]([C:10]2[CH:11]=[N:12][C:13]3[C:18]([CH:19]=2)=[CH:17][CH:16]=[CH:15][C:14]=3[N:20]2[CH2:25][CH2:24][NH:23][CH2:22][CH2:21]2)(=[O:9])=[O:8])[CH:6]=[CH:5][CH:4]=[CH:3][CH:2]=1.[H-].[Na+].Br[CH2:29][C:30]([F:33])([F:32])[F:31]>C1COCC1>[F:31][C:30]([F:33])([F:32])[CH2:29][N:23]1[CH2:24][CH2:25][N:20]([C:14]2[CH:15]=[CH:16][CH:17]=[C:18]3[C:13]=2[N:12]=[CH:11][C:10]([S:7]([C:1]2[CH:2]=[CH:3][CH:4]=[CH:5][CH:6]=2)(=[O:9])=[O:8])=[CH:19]3)[CH2:21][CH2:22]1 |f:1.2|. Procedure details: A solution of 3-phenylsulfonyl-8-piperazin-1-yl-quinoline (D12) (200 mg, 0.55 mmol) in dry THF (2 ml) was treated with sodium hydride (24 mg, 0.6 mmol, 60% oil dispersion), and 1-bromo-2,2,2-trifluoroethane (815 mg, 5 mmol). The mixture was heated to 100° C. for 4 days then cooled, evaporated and the residue subjected to purification by flash chromatography on silica gel (eluting with dichloromethane-methanol-aq. NH3) to give the free base form of the title compound. This was treated with 1M HCl... Starting materials: CN(C)C=O, CC(C)c1ccc(CCl)cc1, N#C[Na], O. Product: CC(C)c1ccc(CC#N)cc1. RXN SMILES: [CH3:16][N:17]([CH3:18])[CH:19]=[O:20].[CH:1]([CH3:2])([CH3:3])[c:4]1[cH:5][cH:6][c:7]([CH2:8][Cl:9])[cH:10][cH:11]1.[Na:12][C:13]#[N:14].[OH2:15]>>[CH:1]([CH3:2])([CH3:3])[c:4]1[cH:5][cH:6][c:7]([CH2:8][C:13]#[N:14])[cH:10][cH:11]1. Product: COCc1cc2cc(OC)ccc2n1-c1ccc(O)cc1. As a reaction SMILES: [CH2:1]([c:2]1[cH:3][cH:4][cH:5][cH:6][cH:7]1)[O:8][c:9]1[cH:10][cH:11][c:12](-[n:15]2[c:16]([CH2:26][O:27][CH3:28])[cH:17][c:18]3[cH:19][c:20]([O:24][CH3:25])[cH:21][cH:22][c:23]23)[cH:13][cH:14]1.[CH3:33][OH:34].[CH:29]([O-:30])=[O:31].[NH4+:32].[O:35]1[CH2:36][CH2:37][CH2:38][CH2:39]1>>[OH:8][c:9]1[cH:10][cH:11][c:12](-[n:15]2[c:16]([CH2:26][O:27][CH3:28])[cH:17][c:18]3[cH:19][c:20]([O:24][CH3:25])[cH:21][cH:22][c:23]23)[cH:13][cH:14]1. The reactants are COCc1cc2cc(OC)ccc2n1-c1ccc(OCc2ccccc2)cc1, CO, O=C[O-], [NH4+], C1CCOC1.